Dataset: the Open Reaction Database (ORD), a public repository of structured organic reaction records. Task: describe an organic reaction: reactants, conditions, products, and yield The reactants are FC1=CC=C(C(=O)NCC(=O)O)C=C1 ((4-fluoro-benzoylamino)-acetic acid), C1(=CC=CC=C1)C(C1=CC(=CC=C1)C(F)(F)F)N (rac-C-phenyl-C-(3-trifluoromethyl-phenyl)-methylamine). The product is FC1=CC=C(C(=O)NCC(NC(C2=CC(=CC=C2)C(F)(F)F)C2=CC=CC=C2)=O)C=C1 (rac-4-Fluoro-N-({[phenyl-(3-trifluoromethyl-phenyl)-methyl]-carbamoyl}-methyl)-benzamide). Reaction SMILES: [F:1][C:2]1[CH:14]=[CH:13][C:5]([C:6]([NH:8][CH2:9][C:10]([OH:12])=O)=[O:7])=[CH:4][CH:3]=1.[C:15]1([CH:21]([NH2:32])[C:22]2[CH:27]=[CH:26][CH:25]=[C:24]([C:28]([F:31])([F:30])[F:29])[CH:23]=2)[CH:20]=[CH:19][CH:18]=[CH:17][CH:16]=1>>[F:1][C:2]1[CH:3]=[CH:4][C:5]([C:6]([NH:8][CH2:9][C:10](=[O:12])[NH:32][CH:21]([C:15]2[CH:16]=[CH:17][CH:18]=[CH:19][CH:20]=2)[C:22]2[CH:27]=[CH:26][CH:25]=[C:24]([C:28]([F:29])([F:30])[F:31])[CH:23]=2)=[O:7])=[CH:13][CH:14]=1. Reported procedure: Prepared in analogy to example 1.1 from (4-fluoro-benzoylamino)-acetic acid (CA [366-79-0]) and rac-C-phenyl-C-(3-trifluoromethyl-phenyl)-methylamine (CA [70428-92-1]). MS (m/e): 429.4 (MH−, 100%). Starting materials: Cl.N[C@@H](C(C)C)C(=O)N[C@@H](C)C(=O)NC1=CC=C(C=C1)C#N (L-valyl-N-(4-cyanophenyl)alaninamide, hydrochloride), CN1CCOCC1 (N-methyhnorpholine), ClC(=O)OC1CCCC1 (cyclopentyl chloroformate), O (Water). Solvent: C(Cl)Cl (methylene chloride). Reaction conditions: time 15 hour. Yields the product C1(CCCCC1)OC(=O)N[C@@H](C(C)C)C(=O)N[C@H](C)C(=O)NC1=CC=C(C=C1)C#N (N-cyclohexyloxycarbonyl-L-valyl-N-(4-cyanophenyl)-D-alaninamide), crystal. The yield is 49.0%. As a reaction SMILES: [CH3:1]N1CCOCC1.Cl[C:9]([O:11][CH:12]1[CH2:16][CH2:15][CH2:14][CH2:13]1)=[O:10].Cl.[NH2:18][C@H:19]([C:23]([NH:25][C@H:26]([C:28]([NH:30][C:31]1[CH:36]=[CH:35][C:34]([C:37]#[N:38])=[CH:33][CH:32]=1)=[O:29])[CH3:27])=[O:24])[CH:20]([CH3:22])[CH3:21].O>C(Cl)Cl>[CH:12]1([O:11][C:9]([NH:18][C@H:19]([C:23]([NH:25][C@@H:26]([C:28]([NH:30][C:31]2[CH:36]=[CH:35][C:34]([C:37]#[N:38])=[CH:33][CH:32]=2)=[O:29])[CH3:27])=[O:24])[CH:20]([CH3:21])[CH3:22])=[O:10])[CH2:16][CH2:15][CH2:14][CH2:13][CH2:1]1 |f:2.3|. Reported procedure: 0.6 g of N-methyhnorpholine, and subsequently 0.6 g of cyclopentyl chloroformate were added to a suspension containing 1.0 g of L-valyl-N-(4-cyanophenyl)alaninamide, hydrochloride suspended in 50 ml of methylene chloride at -20° C. The mixture was allowed to sit and warm naturally to room temperature and stirred for 15 hours at room temperature. Water was subsequently added to the reaction mixture. After the methylene chloride layer was washed with water, the organic layer was dried over anhydro...